This data is from the Open Reaction Database (ORD), a public repository of structured organic reaction records. The task is: describe an organic reaction: reactants, conditions, products, and yield Starting materials: Example 1 ( b ), COC=1C=C2C=NN(C(C2=CC1OC)=O)CCCCl (1-[6,7-dimethoxy-1(2H)-phthalazinone-2-yl]-3-chloro-propane), COC=1C=C(C=CC1OC)CCNC (N-(3,4-dimethoxy-phenylethyl)-N-methylamine). Solvent: ClC1=CC=CC=C1 (chlorobenzene). Yields the product Cl.COC=1C=C2C=NN(C(C2=CC1OC)=O)CCCN(CCC1=CC(=C(C=C1)OC)OC)C (1-[6,7-Dimethoxy-1(2H)-phthalazinone-2-yl]-3-[N-methyl-N-(2-(3,4-dimethoxy-phenyl)-ethyl)-amino]-propane hydrochloride). As a reaction SMILES: [CH3:1][O:2][C:3]1[CH:4]=[C:5]2[C:10](=[CH:11][C:12]=1[O:13][CH3:14])[C:9](=[O:15])[N:8]([CH2:16][CH2:17][CH2:18][Cl:19])[N:7]=[CH:6]2.[CH3:20][O:21][C:22]1[CH:23]=[C:24]([CH2:30][CH2:31][NH:32][CH3:33])[CH:25]=[CH:26][C:27]=1[O:28][CH3:29]>ClC1C=CC=CC=1>[ClH:19].[CH3:1][O:2][C:3]1[CH:4]=[C:5]2[C:10](=[CH:11][C:12]=1[O:13][CH3:14])[C:9](=[O:15])[N:8]([CH2:16][CH2:17][CH2:18][N:32]([CH3:33])[CH2:31][CH2:30][C:24]1[CH:25]=[CH:26][C:27]([O:28][CH3:29])=[C:22]([O:21][CH3:20])[CH:23]=1)[N:7]=[CH:6]2 |f:3.4|. Procedure: 1-[6,7-Dimethoxy-1(2H)-phthalazinone-2-yl]-3-[N-methyl-N-(2-(3,4-dimethoxy-phenyl)-ethyl)-amino]-propane hydrochloride was prepared analogous to Example 1 (b) by reaction of 1-[6,7-dimethoxy-1(2H)-phthalazinone-2-yl]-3-chloro-propane with N-(3,4-dimethoxy-phenylethyl)-N-methylamine in chlorobenzene. M.p.: 200° C. The reactants are FC=1C=CC(=C(C1)N(C(C)=O)CC1=C(C=CC(=C1)OC)OCCO)OC1=CC=CC=C1 (N-(5-Fluoro-2-phenoxy-phenyl)-N-[2-(2-hydroxy-ethoxy)-5-methoxy-benzyl]-acetamide), C(C)(C)N(CC)C(C)C (diisopropyl ethyl amine), S(=O)(=O)(C)Cl (mesyl chloride). The solvent is ClCCl (dichloromethane), ClCCl (dichloromethane), ClCCl (dichloromethane). The product is FC=1C=CC(=C(C1)N(C(C)=O)CC1=C(C=CC(=C1)OC)OCCOS(=O)(=O)C)OC1=CC=CC=C1 (N-(5-Fluoro-2-phenoxy-phenyl)-N-[2-(2-mesyloxy-ethoxy)-5-methoxy-benzyl]-acetamide). Yield: 88.0%. Reaction SMILES: [F:1][C:2]1[CH:3]=[CH:4][C:5]([O:25][C:26]2[CH:31]=[CH:30][CH:29]=[CH:28][CH:27]=2)=[C:6]([N:8]([CH2:12][C:13]2[CH:18]=[C:17]([O:19][CH3:20])[CH:16]=[CH:15][C:14]=2[O:21][CH2:22][CH2:23][OH:24])[C:9](=[O:11])[CH3:10])[CH:7]=1.C(N(C(C)C)CC)(C)C.[S:41](Cl)([CH3:44])(=[O:43])=[O:42]>ClCCl>[F:1][C:2]1[CH:3]=[CH:4][C:5]([O:25][C:26]2[CH:27]=[CH:28][CH:29]=[CH:30][CH:31]=2)=[C:6]([N:8]([CH2:12][C:13]2[CH:18]=[C:17]([O:19][CH3:20])[CH:16]=[CH:15][C:14]=2[O:21][CH2:22][CH2:23][O:24][S:41]([CH3:44])(=[O:43])=[O:42])[C:9](=[O:11])[CH3:10])[CH:7]=1. Procedure details: To a solution of 300 mg (0.71 mmol) 1e and 139 mg (1.06 mmol) diisopropyl ethyl amine in 5 ml dichloromethane was added 97 mg (0.85 mmol) mesyl chloride in 0.5 ml dichloromethane drop wisely at −10° C. The stirred reaction mixture was warmed over a period of 4 h to room temperature and diluted with dichloromethane. The organic phase was washed with saturated sodium hydrogen carbonate solution, water and brine. The organic phase was dried with magnesium sulfate. The crude product was purified by ... Starting materials: C(CC)N(CCCCCCO)CCC (dipropyl-6-hydroxyhexyl amine), OO (hydrogen peroxide). The reagents and catalysts are [Pt] (platinum black). Conditions: time 8 hour. The product is C(CC)[N+](CCCCCCO)(CCC)[O-] (dipropyl-6-hydroxyhexyl amine oxide). Isolated yield 4.2%. RXN SMILES: [CH2:1]([N:4]([CH2:12][CH2:13][CH3:14])[CH2:5][CH2:6][CH2:7][CH2:8][CH2:9][CH2:10][OH:11])[CH2:2][CH3:3].[OH:15]O>[Pt]>[CH2:12]([N+:4]([O-:15])([CH2:1][CH2:2][CH3:3])[CH2:5][CH2:6][CH2:7][CH2:8][CH2:9][CH2:10][OH:11])[CH2:13][CH3:14]. Procedure details: To 44 g of dipropyl-6-hydroxyhexyl amine was added slowly 11.0 g of 30% hydrogen peroxide. After stirring overnight at room temperature, the reaction mixture was stirred with 0.2 platinum black for several hours followed by filtration through Hyflo® filter-aid. After extraction with 50 ml ether, the aqueous phase was evaporated in vacuo to remove most of the water, leaving 2.0 g of dipropyl-6-hydroxyhexyl amine oxide. NMR analysis showed that there was 30% water present. The reactants are C(C)(C)C=1N(C2=CC(=CC=C2C1C(=O)O)OC)CC1=NC=CC=C1 (2-isopropyl-6-methoxy-1-(pyridin-2-ylmethyl)-1H-indole-3-carboxylic acid), C(C)(C)C=1N(C2=CC(=CC=C2C1C(=O)O)OC)CC1=NC=CC=C1 (2-isopropyl-6-methoxy-1-(pyridin-2-ylmethyl)-1H-indole-3-carboxylic acid), FC=1C=C(CN)C=CC1F (3,4-difluorobenzylamine), N1=CC=C(C=C1)B(O)O (pyridin-4-ylboronic acid). Yields the product FC=1C=C(CNC(=O)C2=C(N(C3=CC(=CC=C23)C2=CC=NC=C2)CC2=NC=CC=C2)C(C)C)C=CC1F (N-(3,4-Difluorobenzyl)-2-isopropyl-1-(pyridin-2-ylmethyl)-6-(pyridin-4-yl)-1H-indole-3-carboxamide). Reaction SMILES: [CH:1]([C:4]1[N:5]([CH2:18][C:19]2[CH:24]=[CH:23][CH:22]=[CH:21][N:20]=2)[C:6]2[C:11]([C:12]=1[C:13](O)=[O:14])=[CH:10][CH:9]=[C:8](OC)[CH:7]=2)([CH3:3])[CH3:2].[F:25][C:26]1[CH:27]=[C:28]([CH:31]=[CH:32][C:33]=1[F:34])[CH2:29][NH2:30].[N:35]1[CH:40]=[CH:39][C:38](B(O)O)=[CH:37][CH:36]=1>>[F:25][C:26]1[CH:27]=[C:28]([CH:31]=[CH:32][C:33]=1[F:34])[CH2:29][NH:30][C:13]([C:12]1[C:11]2[C:6](=[CH:7][C:8]([C:38]3[CH:39]=[CH:40][N:35]=[CH:36][CH:37]=3)=[CH:9][CH:10]=2)[N:5]([CH2:18][C:19]2[CH:24]=[CH:23][CH:22]=[CH:21][N:20]=2)[C:4]=1[CH:1]([CH3:3])[CH3:2])=[O:14]. Procedure details: The title compound was prepared from 2-isopropyl-6-methoxy-1-(pyridin-2-ylmethyl)-1H-indole-3-carboxylic acid (Compound 139), 3,4-difluorobenzylamine, and pyridin-4-ylboronic acid by, in order, General Procedure C, General Procedure L, General Procedure V, and General Procedure W.